From a dataset of the Open Reaction Database (ORD), a public repository of structured organic reaction records. describe an organic reaction: reactants, conditions, products, and yield Starting materials: ClC=1C=2N(C=CC1)C(=C(N2)C2=CC(=CC=C2)[N+](=O)[O-])C2=NC(=NC=C2)NC2CCCC2 (N-{4-[8-chloro-2-(3-nitrophenyl)imidazo[1,2-α]pyridin-3-yl]-2-pyrimidinyl}-N-cyclopentylamine), N1CCOCC1 (morpholine). Reaction conditions: temperature 150 celsius. Product: C1(CCCC1)NC1=NC=CC(=N1)C1=C(N=C2N1C=CC=C2N2CCOCC2)C2=CC(=CC=C2)[N+](=O)[O-] (N-cyclopentyl-4-[8-(4-morpholinyl)-2-(3-nitrophenyl)imidazo[1,2-α]pyridin-3-yl]-2-pyrimidinamine). Isolated yield 6.0%. RXN SMILES: Cl[C:2]1[C:3]2[N:4]([C:8]([C:20]3[CH:25]=[CH:24][N:23]=[C:22]([NH:26][CH:27]4[CH2:31][CH2:30][CH2:29][CH2:28]4)[N:21]=3)=[C:9]([C:11]3[CH:16]=[CH:15][CH:14]=[C:13]([N+:17]([O-:19])=[O:18])[CH:12]=3)[N:10]=2)[CH:5]=[CH:6][CH:7]=1.[NH:32]1[CH2:37][CH2:36][O:35][CH2:34][CH2:33]1>>[CH:27]1([NH:26][C:22]2[N:21]=[C:20]([C:8]3[N:4]4[CH:5]=[CH:6][CH:7]=[C:2]([N:32]5[CH2:37][CH2:36][O:35][CH2:34][CH2:33]5)[C:3]4=[N:10][C:9]=3[C:11]3[CH:16]=[CH:15][CH:14]=[C:13]([N+:17]([O-:19])=[O:18])[CH:12]=3)[CH:25]=[CH:24][N:23]=2)[CH2:28][CH2:29][CH2:30][CH2:31]1. Reported procedure: A thick walled glass tube was charged with N-{4-[8-chloro-2-(3-nitrophenyl)imidazo[1,2-α]pyridin-3-yl]-2-pyrimidinyl}-N-cyclopentylamine (44 mg, 0.10 mmol) and morpholine (4 mL). The vessel was sealed and heated to 150° C. for 4 days. The mixture was concentrated in vacuo and purified via flash chromatography on silica gel (2:1 to 1:1 hexanes:ethyl acetate) to provide N-cyclopentyl-4-[8-(4-morpholinyl)-2-(3-nitrophenyl)imidazo[1,2-α]pyridin-3-yl]-2-pyrimidinamine (3 mg, 6%) as a yellow solid. 1H... Starting materials: CCOC(=O)Cn1ccc(NC(=O)OCc2ccc3c(c2)OCO3)nc1=O, Cl, [Li+], C1CCOC1, [OH-], O, O. Product: O=C(O)Cn1ccc(NC(=O)OCc2ccc3c(c2)OCO3)nc1=O. Reaction SMILES: [CH2:1]([CH3:2])[O:3][C:4]([CH2:5][n:6]1[c:7](=[O:8])[n:9][c:10]([NH:11][C:12](=[O:13])[O:14][CH2:15][c:16]2[cH:17][c:18]3[c:22]([cH:23][cH:24]2)[O:21][CH2:20][O:19]3)[cH:25][cH:26]1)=[O:27].[ClH:31].[Li+:30].[O:32]1[CH2:33][CH2:34][CH2:35][CH2:36]1.[OH-:29].[OH2:28].[OH2:37]>>[O:3]=[C:4]([CH2:5][n:6]1[c:7](=[O:8])[n:9][c:10]([NH:11][C:12](=[O:13])[O:14][CH2:15][c:16]2[cH:17][c:18]3[c:22]([cH:23][cH:24]2)[O:21][CH2:20][O:19]3)[cH:25][cH:26]1)[OH:27]. Starting materials: C(C)(C)(C)C=1C=C(C(=C(C1)C1=CC=C(C=C1)OC(F)(F)F)O)C=O (5-(tert-butyl)-2-hydroxy-4′-(trifluoromethoxy)-[1,1′-biphenyl]-3-carbaldehyde), ClC=1C=C(C=CC1Cl)B(O)O (3,4-dichlorophenylboronic acid), BrC=1C(=C(C=O)C=C(C1)C(C)(C)C)O (3-bromo-5-(tert-butyl)-2-hydroxybenzaldehyde), BrC=1C(=C(C=O)C=C(C1)C(C)(C)C)O (3-bromo-5-(tert-butyl)-2-hydroxybenzaldehyde). Product: C(C)(C)(C)C=1C=C(C(=C(C1)C1=CC(=C(C=C1)Cl)Cl)O)C=O (5-(tert-Butyl)-3′,4′-dichloro-2-hydroxy-[1,1′-biphenyl]-3-carbaldehyde). RXN SMILES: C(C1C=C(C=O)C(O)=C(C2C=CC(OC(F)(F)F)=CC=2)C=1)(C)(C)C.Br[C:26]1[C:27]([OH:38])=[C:28]([CH:31]=[C:32]([C:34]([CH3:37])([CH3:36])[CH3:35])[CH:33]=1)[CH:29]=[O:30].[Cl:39][C:40]1[CH:41]=[C:42](B(O)O)[CH:43]=[CH:44][C:45]=1[Cl:46]>>[C:34]([C:32]1[CH:31]=[C:28]([CH:29]=[O:30])[C:27]([OH:38])=[C:26]([C:43]2[CH:42]=[CH:41][C:40]([Cl:39])=[C:45]([Cl:46])[CH:44]=2)[CH:33]=1)([CH3:37])([CH3:36])[CH3:35]. Procedure: 5-(tert-Butyl)-3′,4′-dichloro-2-hydroxy-[1,1′-biphenyl]-3-carbaldehyde was prepared as a yellow solid using the procedure described in Intermediate 5 from 3-bromo-5-(tert-butyl)-2-hydroxybenzaldehyde (Intermediate 4) and 3,4-dichlorophenylboronic acid.